Dataset: the Open Reaction Database (ORD), a public repository of structured organic reaction records. Task: describe an organic reaction: reactants, conditions, products, and yield Reactants: OC1CC2(CC1)CC(N(C(C2)=O)CCCCBr)=O (2-Hydroxy-8-(4-bromobutyl)-8-azaspiro[4.5]decane-7,9dione), C(CCCCCCCCC)(=O)Cl (Decanoyl chloride). Solvent: CC#N (CH3CN). Run at temperature 0 celsius, time 18 hour. Product: C(CCCCCCCCC)(=O)OC1CC2(CC1)CC(N(C(C2)=O)CCCCBr)=O (8-(4-Bromobutyl)-7,9-dioxo-8-azaspiro[4.5]decan-2-yl Decanoate). Yield: 80.0%. Reaction SMILES: [OH:1][CH:2]1[CH2:6][CH2:5][C:4]2([CH2:11][C:10](=[O:12])[N:9]([CH2:13][CH2:14][CH2:15][CH2:16][Br:17])[C:8](=[O:18])[CH2:7]2)[CH2:3]1.[C:19](Cl)(=[O:29])[CH2:20][CH2:21][CH2:22][CH2:23][CH2:24][CH2:25][CH2:26][CH2:27][CH3:28]>CC#N>[C:19]([O:1][CH:2]1[CH2:6][CH2:5][C:4]2([CH2:7][C:8](=[O:18])[N:9]([CH2:13][CH2:14][CH2:15][CH2:16][Br:17])[C:10](=[O:12])[CH2:11]2)[CH2:3]1)(=[O:29])[CH2:20][CH2:21][CH2:22][CH2:23][CH2:24][CH2:25][CH2:26][CH2:27][CH3:28]. Procedure details: 2-Hydroxy-8-(4-bromobutyl)-8-azaspiro[4.5]decane-7,9dione (2.55 g, 1.00 equiv) was dissolved in 100 mL of anhydrous CH3CN and cooled in an ice-water bath to 0° C. Decanoyl chloride (1.80 mL, 1.08 equiv) was added dropwise neat. The ice-water bath was removed and the reaction was stirred an additional 18 h. The solvent was removed in vacuo and the resultant oil was flash chromatographed with 20% EtOAc/hexane to yield the title compound (3.03 g, 80%) as a clear liquid. The reactants are CN(N)C(=O)OC(C)(C)C, ClCC=CCCl. Yields the product CN(C(=O)OC(C)(C)C)N1CC=CC1. As a reaction SMILES: [CH3:1][N:2]([NH2:3])[C:4](=[O:5])[O:6][C:7]([CH3:8])([CH3:9])[CH3:10].[Cl:11][CH2:12][CH:13]=[CH:14][CH2:15][Cl:16]>>[CH3:1][N:2]([N:3]1[CH2:12][CH:13]=[CH:14][CH2:15]1)[C:4](=[O:5])[O:6][C:7]([CH3:8])([CH3:9])[CH3:10].